From a dataset of the Open Reaction Database (ORD), a public repository of structured organic reaction records. describe an organic reaction: reactants, conditions, products, and yield Reactants: N1CCOCC1 (Morpholine), ClC1=NC(=NC(=C1[N+](=O)[O-])Cl)SCCC (4,6-dichloro-5-nitro-2-propylthiopyrimidine), C(C)(C)N(C(C)C)CC (N,N-diisopropylethylamine). Run in C(C)#N (acetonitrile). The product is ClC1=C(C(=NC(=N1)SCCC)N1CCOCC1)[N+](=O)[O-] (4-[6-Chloro-5-nitro-2-(propylthio)pyrimidin4-yl]morpholine). As a reaction SMILES: [NH:1]1[CH2:6][CH2:5][O:4][CH2:3][CH2:2]1.[Cl:7][C:8]1[C:13]([N+:14]([O-:16])=[O:15])=[C:12](Cl)[N:11]=[C:10]([S:18][CH2:19][CH2:20][CH3:21])[N:9]=1.C(N(CC)C(C)C)(C)C>C(#N)C>[Cl:7][C:8]1[N:9]=[C:10]([S:18][CH2:19][CH2:20][CH3:21])[N:11]=[C:12]([N:1]2[CH2:6][CH2:5][O:4][CH2:3][CH2:2]2)[C:13]=1[N+:14]([O-:16])=[O:15]. Reported procedure: Morpholine (2.6 g) was added dropwise to a stirred solution of 4,6-dichloro-5-nitro-2-propylthiopyrimidine (8 g) and N,N-diisopropylethylamine (3.85 g) in acetonitrile (70 ml ) at 0° C. After 1 h the solvent was evaporated and the residue partitioned between ethyl acetate and water, the organics dried (MgSO4) and evaporated under reduced pressure. The residue was purified by chromatography on silica eluting with 25% ethyl acetate in isohexane. Yield 7.1 g The reactants are BrBr (bromine), COC=1C=C(C=CC1C1=NC=CC=C1)C(CC)=O (1-(3-methoxy-4-pyridin-2-ylphenyl)propan-1-one), C(=O)(O)[O-].[Na+] (NaHCO3). Solvent: C1=CC=CC=C1 (benzene), C1=CC=CC=C1 (benzene), Br.C(C)(=O)O (HBr Acetic acid). Run at time 30 minute. The product is BrC(C(=O)C1=CC(=C(C=C1)C1=NC=CC=C1)OC)C (2-bromo-1-(3-methoxy-4-pyridin-2-ylphenyl)propan-1-one). Reaction SMILES: [CH3:1][O:2][C:3]1[CH:4]=[C:5]([C:15](=[O:18])[CH2:16][CH3:17])[CH:6]=[CH:7][C:8]=1[C:9]1[CH:14]=[CH:13][CH:12]=[CH:11][N:10]=1.[Br:19]Br.C([O-])(O)=O.[Na+]>C1C=CC=CC=1.Br.C(O)(=O)C>[Br:19][CH:16]([CH3:17])[C:15]([C:5]1[CH:6]=[CH:7][C:8]([C:9]2[CH:14]=[CH:13][CH:12]=[CH:11][N:10]=2)=[C:3]([O:2][CH3:1])[CH:4]=1)=[O:18] |f:2.3,5.6|. Reported procedure: A solution of 1-(3-methoxy-4-pyridin-2-ylphenyl)propan-1-one (120 mg, 0.5 mmol) in benzene (1 mL) and 30% HBr/Acetic acid (1 mL) was cooled to 0° C. and was treated with a solution of bromine (0.024 mL, 0.5 mmol) in benzene (0.5 mL) over 1 h. The reaction was stirred for an additional 30 min, then poured into an iced solution of saturated aqueous NaHCO3 (100 mL), and the product was extracted into ethyl acetate (3×50 mL). The combined organic layers were dried (MgSO4) and concentrated to afford ... The solvent is C(C)(=O)OCC (ethyl acetate). Yield: 25.0%. The reactants are C(C)OC(=O)C=1OC2=C(C1C)C(=CC=C2)OCCCNC2CCN(CC2)CC2=CC=CC=C2 (4-(3-(1-benzyl-piperidin-4-ylamino)-propoxy)-3-methyl-benzofuran-2-carboxylic acid ethyl ester), C(CC1=CC=CC=C1)N (phenethylamine). As a reaction SMILES: C([O:3][C:4]([C:6]1[O:7][C:8]2[CH:15]=[CH:14][CH:13]=[C:12]([O:16][CH2:17][CH2:18][CH2:19][NH:20][CH:21]3[CH2:26][CH2:25][N:24]([CH2:27][C:28]4[CH:33]=[CH:32][CH:31]=[CH:30][CH:29]=4)[CH2:23][CH2:22]3)[C:9]=2[C:10]=1[CH3:11])=O)C.[CH2:34]([NH2:42])[CH2:35][C:36]1[CH:41]=[CH:40][CH:39]=[CH:38][CH:37]=1>C(OCC)(=O)C>[NH3:20].[CH2:34]([NH:42][C:4]([C:6]1[O:7][C:8]2[CH:15]=[CH:14][CH:13]=[C:12]([O:16][CH2:17][CH2:18][CH2:19][NH:20][CH:21]3[CH2:26][CH2:25][N:24]([CH2:27][C:28]4[CH:29]=[CH:30][CH:31]=[CH:32][CH:33]=4)[CH2:23][CH2:22]3)[C:9]=2[C:10]=1[CH3:11])=[O:3])[CH2:35][C:36]1[CH:41]=[CH:40][CH:39]=[CH:38][CH:37]=1. Conditions: temperature 170 celsius. Product: N (ammonia), C(CC1=CC=CC=C1)NC(=O)C=1OC2=C(C1C)C(=CC=C2)OCCCNC2CCN(CC2)CC2=CC=CC=C2 (4-[3-(1-benzyl-piperidin-4-ylamino)-propoxy]-3-methyl-benzofuran-2-carboxylic acid phenethyl-amide). Reported procedure: A mixture of 4-(3-(1-benzyl-piperidin-4-ylamino)-propoxy)-3-methyl-benzofuran-2-carboxylic acid ethyl ester (the compound in Example 100, 15 mg) and phenethylamine (50 μl) was heated at 170° C. for four hours. The reaction mixture was dissolved in ethyl acetate and washed with saturated ammonium chloride solution and water. The organic solvent was dried over anhydrous sodium sulfate and evaporated to dryness. The residue was purified by preparative thin layer chromatography (using dichloromethan... Starting materials: C(C1=CC=CC=C1)C1=CC(=C(C=C1)OC)C (4-benzyl-2-methyl-1-methoxybenzene), Br (hydrobromic acid), C(O)([O-])=O.[Na+] (sodium hydrogen-carbonate). The solvent is C(C)(=O)O (acetic acid). The product is C(C1=CC=CC=C1)C1=CC(=C(C=C1)O)C (4-benzyl-2-methylphenol). Isolated yield 82.4%. As a reaction SMILES: [CH2:1]([C:8]1[CH:13]=[CH:12][C:11]([O:14]C)=[C:10]([CH3:16])[CH:9]=1)[C:2]1[CH:7]=[CH:6][CH:5]=[CH:4][CH:3]=1.Br.C(=O)([O-])O.[Na+]>C(O)(=O)C>[CH2:1]([C:8]1[CH:13]=[CH:12][C:11]([OH:14])=[C:10]([CH3:16])[CH:9]=1)[C:2]1[CH:3]=[CH:4][CH:5]=[CH:6][CH:7]=1 |f:2.3|. Reported procedure: A mixture of 30.8 g of 4-benzyl-2-methyl-1-methoxybenzene with 50 ml of hydrobromic acid and 100 ml of acetic acid was refluxed with heating for 5 hours. This was left for cooling and neutralized with an aqueous sodium hydrogen-carbonate solution and was extracted twice with 100 ml of ethyl acetate. The extract was dried over anhydrous magnesium sulfate and then was concentrated under reduced pressure. The resulting oily residue was chromatographed on a silica gel column (eluting solvent hexane ... The reactants are C(CCC)OC(=O)C=1N=C(C2=CC=C(C=C2C1O)OC1CCCCC1)C#N (1-Cyano-6-cyclohexyloxy-4-hydroxy-isoquinoline-3-carboxylic acid butyl ester), NCC(=O)O (glycine), example 28e. The product is C(#N)C1=NC(=C(C2=CC(=CC=C12)OC1CCCCC1)O)C(=O)NCC(=O)O ([(1-Cyano-6-cyclohexyloxy-4-hydroxy-isoquinoline-3-carbonyl)-amino]-acetic acid). As a reaction SMILES: C(O[C:6]([C:8]1[N:9]=[C:10]([C:26]#[N:27])[C:11]2[C:16]([C:17]=1[OH:18])=[CH:15][C:14]([O:19][CH:20]1[CH2:25][CH2:24][CH2:23][CH2:22][CH2:21]1)=[CH:13][CH:12]=2)=[O:7])CCC.[NH2:28][CH2:29][C:30]([OH:32])=[O:31]>>[C:26]([C:10]1[C:11]2[C:16](=[CH:15][C:14]([O:19][CH:20]3[CH2:21][CH2:22][CH2:23][CH2:24][CH2:25]3)=[CH:13][CH:12]=2)[C:17]([OH:18])=[C:8]([C:6]([NH:28][CH2:29][C:30]([OH:32])=[O:31])=[O:7])[N:9]=1)#[N:27]. Procedure: Prepared from 1-Cyano-6-cyclohexyloxy-4-hydroxy-isoquinoline-3-carboxylic acid butyl ester and glycine in analogy to example 28e (94% yield). MS-(+)-ion: M+1=370.32. RXN SMILES: [CH:1]([C:3]1[CH:8]=[CH:7][C:6]([CH:9]([CH3:15])[C:10]([O:12][CH2:13][CH3:14])=[O:11])=[CH:5][CH:4]=1)=O.N1([C:21]2[CH2:26][CH2:25][CH2:24][CH2:23][CH:22]=2)CCCC1.Cl.[OH2:28]>C1C=CC=CC=1>[CH2:13]([O:12][C:10](=[O:11])[CH:9]([C:6]1[CH:7]=[CH:8][C:3]([CH:1]=[C:22]2[CH2:23][CH2:24][CH2:25][CH2:26][C:21]2=[O:28])=[CH:4][CH:5]=1)[CH3:15])[CH3:14]. Conditions: time 8 hour. Yields the product C(C)OC(C(C)C1=CC=C(C=C1)C=C1C(CCCC1)=O)=O (Ethyl2-[4-(2-oxo-1-cyclohexylidenemethyl)phenyl]propionate). Solvent: C1=CC=CC=C1 (benzene), C1=CC=CC=C1 (benzene). Procedure details: A mixture of 5.15 g of ethyl 2-(p-formylphenyl)propionate, 4.5 g of pyrrolidinocyclohexene and 20 ml of benzene was heated under reflux for 18 hours. After cooling, the reaction mixture was admixed with a mixture of 5 ml of conc. hydrochloric acid and 5 ml of water under ice-cooling and then stirred at room temperature overnight. 100 ml of benzene were added thereto, the organic layer was separated and then washed with water. After drying over anhydrous sodium sulfate, the benzene was distilled ... Reactants: C(=O)C1=CC=C(C=C1)C(C(=O)OCC)C (ethyl 2-(p-formylphenyl)propionate), N1(CCCC1)C1=CCCCC1 (pyrrolidinocyclohexene), Cl (hydrochloric acid), O (water).